From a dataset of the Open Reaction Database (ORD), a public repository of structured organic reaction records. describe an organic reaction: reactants, conditions, products, and yield Starting materials: C([O-])([O-])=O.[K+].[K+] (potassium carbonate), NC1=CC=C(C=C1)CC(C)N(CCC)CC1CCN(CC1)S(=O)(=O)C (N-[2-(4-aminophenyl)-1-methylethyl]-N-propyl-(1-methanesulfonyl-piperidin-4-ylmethyl)amine), N1(CCOCC1)C(=O)Cl (morpholine-4-carbonyl chloride). Solvent: C(C)(=O)OCC (ethyl acetate). Reaction conditions: temperature 0 celsius, time 30 minute. Yields the product N1(CCOCC1)C(=O)NC1=CC=C(C=C1)CC(C)N(CCC)CC1CCN(CC1)S(=O)(=O)C (N-{2-[4-(morpholine-4-carbonylamino)phenyl]-1-methylethyl]-N-propyl-(1-methanesulfonylpiperidin-4-ylmethyl)amine). As a reaction SMILES: [NH2:1][C:2]1[CH:7]=[CH:6][C:5]([CH2:8][CH:9]([N:11]([CH2:15][CH:16]2[CH2:21][CH2:20][N:19]([S:22]([CH3:25])(=[O:24])=[O:23])[CH2:18][CH2:17]2)[CH2:12][CH2:13][CH3:14])[CH3:10])=[CH:4][CH:3]=1.C(=O)([O-])[O-].[K+].[K+].[N:32]1([C:38](Cl)=[O:39])[CH2:37][CH2:36][O:35][CH2:34][CH2:33]1>C(OCC)(=O)C>[N:32]1([C:38]([NH:1][C:2]2[CH:7]=[CH:6][C:5]([CH2:8][CH:9]([N:11]([CH2:15][CH:16]3[CH2:17][CH2:18][N:19]([S:22]([CH3:25])(=[O:24])=[O:23])[CH2:20][CH2:21]3)[CH2:12][CH2:13][CH3:14])[CH3:10])=[CH:4][CH:3]=2)=[O:39])[CH2:37][CH2:36][O:35][CH2:34][CH2:33]1 |f:1.2.3|. Procedure: N-[2-(4-aminophenyl)-1-methylethyl]-N-propyl-(1-methanesulfonyl-piperidin-4-ylmethyl)amine (60 mg) was dissolved in ethyl acetate (1 ml) and saturated potassium carbonate (1 ml). The mixture was cooled in an ice bath to 0° C. and morpholine-4-carbonyl chloride (0.03 ml) was added. After stirring for 30 minutes, the layers were separated. The organic layer was dried over magnesium sulfate, filtered, and the solvent removed to give N-{2-[4-(morpholine-4-carbonylamino)phenyl]-1-methylethyl]-N-propy...